This data is from the Open Reaction Database (ORD), a public repository of structured organic reaction records. The task is: describe an organic reaction: reactants, conditions, products, and yield The reactants are C(#N)C=1C=C(C=CC1)N(C(=O)NC1CCN(CC1)C(=O)OC(C)(C)C)C1CCCCCC1 (N-(3-Cyanophenyl)-N'-(1-(t-butoxycarbonyl)piperidin-4-yl)cycloheptylurea), FC(C(=O)O)(F)F (trifluoroacetic acid). Solvent: ClCCl (dichloromethane). The product is C(#N)C=1C=C(C=CC1)N(C(=O)NC1CCNCC1)C1CCCCCC1 (N-(3-cyanophenyl)-N'-(piperidin-4-yl)cycloheptylurea). Yield: 93.8%. RXN SMILES: [C:1]([C:3]1[CH:4]=[C:5]([N:9]([CH:26]2[CH2:32][CH2:31][CH2:30][CH2:29][CH2:28][CH2:27]2)[C:10]([NH:12][CH:13]2[CH2:18][CH2:17][N:16](C(OC(C)(C)C)=O)[CH2:15][CH2:14]2)=[O:11])[CH:6]=[CH:7][CH:8]=1)#[N:2].FC(F)(F)C(O)=O>ClCCl>[C:1]([C:3]1[CH:4]=[C:5]([N:9]([CH:26]2[CH2:32][CH2:31][CH2:30][CH2:29][CH2:28][CH2:27]2)[C:10]([NH:12][CH:13]2[CH2:18][CH2:17][NH:16][CH2:15][CH2:14]2)=[O:11])[CH:6]=[CH:7][CH:8]=1)#[N:2]. Procedure details: N-(3-Cyanophenyl)-N'-(1-(t-butoxycarbonyl)piperidin-4-yl)cycloheptylurea (3.2 g, 7.76 mmol) was stirred in dichloromethane (40 ml) and trifluoroacetic acid (40 ml) at ambient temperature for 1.5 h. The reaction mixture was evaporated and the residue taken up in water. The aqueous suspension was made basic (pH 11) by the dropwise addition of aqueous sodium hydroxide solution (50%). The basic aqueous suspension was extracted with ethyl acetate (2×); the ethyl acetate extracts were washed with brin...